From a dataset of the Open Reaction Database (ORD), a public repository of structured organic reaction records. describe an organic reaction: reactants, conditions, products, and yield Starting materials: C(Cl)Cl (CH2Cl2), FC1=C(C=CC(=C1)S(=O)(=O)C)C=1OC2=C(N1)C=C(C=C2)B2OC(C(O2)(C)C)(C)C (2-[2-fluoro-4-(methylsulfonyl)phenyl]-5-(4,4,5,5-tetramethyl-1,3,2-dioxa borolan-2-yl)benzo[d]oxazole), FC(S(=O)(=O)OC1=CCN(CC1)C(=O)OC(C)(C)C)(F)F (tert-butyl 4-(trifluoromethylsulfonyloxy)-5,6-dihydropyridine-1(2H)-carboxylate), C([O-])([O-])=O.[Na+].[Na+] (sodium carbonate). The solvent is CN(C)C=O (DMF), O (water), CCOC(=O)C.O (AcOEt H2O). Conditions: temperature 80 celsius, time 90 minute. The product is FC1=C(C=CC(=C1)S(=O)(=O)C)C=1OC2=C(N1)C=C(C=C2)C2=CCN(CC2)C(=O)OC(C)(C)C (Tert-butyl 4-{2-[2-fluoro-4-(methylsulfonyl)phenyl]benzo[d]oxazol-5-yl}-5,6-dihydropyridine-1(2H)-carboxylate). Isolated yield 44.1%. As a reaction SMILES: [F:1][C:2]1[CH:7]=[C:6]([S:8]([CH3:11])(=[O:10])=[O:9])[CH:5]=[CH:4][C:3]=1[C:12]1[O:13][C:14]2[CH:20]=[CH:19][C:18](B3OC(C)(C)C(C)(C)O3)=[CH:17][C:15]=2[N:16]=1.FC(F)(F)S(O[C:36]1[CH2:41][CH2:40][N:39]([C:42]([O:44][C:45]([CH3:48])([CH3:47])[CH3:46])=[O:43])[CH2:38][CH:37]=1)(=O)=O.C(=O)([O-])[O-].[Na+].[Na+].C(Cl)Cl>CN(C=O)C.O.CCOC(C)=O.O>[F:1][C:2]1[CH:7]=[C:6]([S:8]([CH3:11])(=[O:9])=[O:10])[CH:5]=[CH:4][C:3]=1[C:12]1[O:13][C:14]2[CH:20]=[CH:19][C:18]([C:36]3[CH2:41][CH2:40][N:39]([C:42]([O:44][C:45]([CH3:48])([CH3:47])[CH3:46])=[O:43])[CH2:38][CH:37]=3)=[CH:17][C:15]=2[N:16]=1 |f:2.3.4,8.9|. Procedure: 2-[2-fluoro-4-(methylsulfonyl)phenyl]-5-(4,4,5,5-tetramethyl-1,3,2-dioxa borolan-2-yl)benzo[d]oxazole (50 mg, 0.12 mmol), tert-butyl 4-(trifluoromethylsulfonyloxy)-5,6-dihydropyridine-1(2H)-carboxylate (39 mg, 0.12 mmol) and sodium carbonate (38 mg, 0.36 mmol) were dissolved in DMF (2 ml) under N2 atmosphere. This mixture was degassed with nitrogen for 30 mins and added Pd(dppf)2Cl2.CH2Cl2 (10 mg, 0.009 mmol). This mixture stirred at 80° C. for 90 mins in microwave. Reaction mixture diluted with... Starting materials: ClCC(=O)OCC (ethyl chloroacetate), C(C1=CC=CC=C1)NCC1=CC=CC=C1 (dibenzylamine). Solvent: CCO (EtOH). Run at temperature 140 celsius. Product: C(C1=CC=CC=C1)N(CC(=O)OCC)CC1=CC=CC=C1 (ethyl 2-(dibenzylamino)-acetate). Yield: 80.0%. As a reaction SMILES: Cl[CH2:2][C:3]([O:5][CH2:6][CH3:7])=[O:4].[CH2:8]([NH:15][CH2:16][C:17]1[CH:22]=[CH:21][CH:20]=[CH:19][CH:18]=1)[C:9]1[CH:14]=[CH:13][CH:12]=[CH:11][CH:10]=1>CCO>[CH2:16]([N:15]([CH2:8][C:9]1[CH:14]=[CH:13][CH:12]=[CH:11][CH:10]=1)[CH2:2][C:3]([O:5][CH2:6][CH3:7])=[O:4])[C:17]1[CH:22]=[CH:21][CH:20]=[CH:19][CH:18]=1. Procedure details: To a stirred solution of ethyl chloroacetate (1.0 g, 8.16 mmol) in EtOH (5.0 mL), dibenzylamine (2.09 g, 10.6 mmol) was added and the mixture heated at 140° C. in a microwave reactor for 20 min. After evaporation of the solvent, the crude was dissolved in CH2Cl2 and washed with a 1.0 M KOH solution and brine, then dried over Na2SO4, filtered, and concentrated in vacuo to give a crude product, as an oil. Purification by column chromatography using a Teledyne ISCO apparatus, eluting with Cy:EtOAc ... Reactants: C1CCOC1, CNC1CCCC1, CS(C)=O, O=C(NC1CCCC1)NC(Cc1ccccc1)(c1cc(F)cc(OC(F)(F)C(F)F)c1)c1ccc(F)c(C(F)(F)F)c1. Yields the product CN(C(=O)NC(Cc1ccccc1)(c1cc(F)cc(OC(F)(F)C(F)F)c1)c1ccc(F)c(C(F)(F)F)c1)C1CCCC1. As a reaction SMILES: [CH2:54]1[O:55][CH2:56][CH2:57][CH2:58]1.[CH3:43][NH:44][CH:45]1[CH2:46][CH2:47][CH2:48][CH2:49]1.[CH3:50][S:51]([CH3:52])=[O:53].[CH:1]1([NH:6][C:7](=[O:8])[NH:9][C:10]([CH2:11][c:12]2[cH:13][cH:14][cH:15][cH:16][cH:17]2)([c:18]2[cH:19][c:20]([F:31])[cH:21][c:22]([O:24][C:25]([CH:26]([F:27])[F:28])([F:29])[F:30])[cH:23]2)[c:32]2[cH:33][c:34]([C:39]([F:40])([F:41])[F:42])[c:35]([F:38])[cH:36][cH:37]2)[CH2:2][CH2:3][CH2:4][CH2:5]1>>[CH:1]1([N:6]([C:7](=[O:8])[NH:9][C:10]([CH2:11][c:12]2[cH:13][cH:14][cH:15][cH:16][cH:17]2)([c:18]2[cH:19][c:20]([F:31])[cH:21][c:22]([O:24][C:25]([CH:26]([F:27])[F:28])([F:29])[F:30])[cH:23]2)[c:32]2[cH:33][c:34]([C:39]([F:40])([F:41])[F:42])[c:35]([F:38])[cH:36][cH:37]2)[CH3:43])[CH2:2][CH2:3][CH2:4][CH2:5]1. Starting materials: Brc1cccc(CCN2CCOCC2)c1, CC1(C)OB(c2cccc(CN3CCOCC3)c2)OC1(C)C, CC(=O)[O-], CS(C)=O, ClCCl, [K+]. The product is CC1(C)OB(c2cccc(CCN3CCOCC3)c2)OC1(C)C. Reaction SMILES: [Br:23][c:24]1[cH:25][c:26]([CH2:37][CH2:28][N:29]2[CH2:30][CH2:31][O:32][CH2:33][CH2:34]2)[cH:27][cH:35][cH:36]1.[CH3:1][C:2]1([CH3:22])[O:3][B:4]([c:9]2[cH:10][c:11]([CH2:12][N:13]3[CH2:14][CH2:15][O:16][CH2:17][CH2:18]3)[cH:19][cH:20][cH:21]2)[O:5][C:6]1([CH3:7])[CH3:8].[CH3:39][C:40](=[O:41])[O-:42].[CH3:46][S:47]([CH3:48])=[O:49].[Cl:43][CH2:44][Cl:45].[K+:38]>>[CH3:1][C:2]1([CH3:22])[O:3][B:4]([c:9]2[cH:10][c:11]([CH2:12][CH2:28][N:29]3[CH2:30][CH2:31][O:32][CH2:33][CH2:34]3)[cH:19][cH:20][cH:21]2)[O:5][C:6]1([CH3:7])[CH3:8]. Reactants: N(=[N+]=[N-])C=1N=C(C2=C(N(C1)CC)C=CC=C2)C2CC2 (3-azido-5-cyclopropyl-1-ethyl-1H-benzo[e][1,4]diazepine), [H][H] (hydrogen), [H][H] (hydrogen). Reagents/catalysts: [Pd] (palladium on charcoal). Run in C(C)O (ethanol). Product: NC=1N=C(C2=C(N(C1)CC)C=CC=C2)C2CC2 (3-amino-5-cyclopropyl-1-ethyl-1H-benzo[e][1,4]diazepine). RXN SMILES: [N:1]([C:4]1[N:5]=[C:6]([CH:17]2[CH2:19][CH2:18]2)[C:7]2[CH:16]=[CH:15][CH:14]=[CH:13][C:8]=2[N:9]([CH2:11][CH3:12])[CH:10]=1)=[N+]=[N-].[H][H]>C(O)C.[Pd]>[NH2:1][C:4]1[N:5]=[C:6]([CH:17]2[CH2:19][CH2:18]2)[C:7]2[CH:16]=[CH:15][CH:14]=[CH:13][C:8]=2[N:9]([CH2:11][CH3:12])[CH:10]=1. Reported procedure: To a stirred solution of 3-azido-5-cyclopropyl-1-ethyl-1H-benzo[e][1,4]diazepine (5.8 g, 21.5 mmol) in ethanol (500 mL) under argon was added 10% palladium on charcoal (1.0 gm). The argon was displaced with hydrogen and the mixture was vigorously stirred for 45 min (1 atm hydrogen). The reaction was filtered and the filtrate concentrated in vacuo to an oil (5.3 gm, 100%) which solidified upon standing. MP 93-95° C. Starting materials: C(C)(=O)OC1[C@@H](OCC2=CC=CC=C2)[C@H](OCC2=CC=CC=C2)[C@H](S1)COCC1=CC=CC=C1 (1-O-acetyl 2,3,5-tri-O-benzyl-4-thio-D-arabinofuranose), N1C(=O)N=C(N)C=C1 (cytosine), C(C)#N (acetonitrile), C[Si](N[Si](C)(C)C)(C)C (hexamethyldisilazane), Cl[Si](C)(C)C (chlorotrimethylsilane), C[Si](C)(C)OS(=O)(=O)C(F)(F)F (Trimethylsilyltrifluoromethane sulfonate). Conditions: time 0.5 hour. Yields the product C(C1=CC=CC=C1)O[C@@H]1C(S[C@@H]([C@H]1OCC1=CC=CC=C1)COCC1=CC=CC=C1)N1C(=O)N=C(N)C(=C1)F (1-(2,3,5-Tri-O-benzyl-4-thio-α,β-D-arabinofuranosyl)5-fluorocytosine). Reaction SMILES: C(O[CH:5]1[S:25][C@H:24]([CH2:26][O:27][CH2:28][C:29]2[CH:34]=[CH:33][CH:32]=[CH:31][CH:30]=2)[C@@H:15]([O:16][CH2:17][C:18]2[CH:23]=[CH:22][CH:21]=[CH:20][CH:19]=2)[C@@H:6]1[O:7][CH2:8][C:9]1[CH:14]=[CH:13][CH:12]=[CH:11][CH:10]=1)(=O)C.[NH:35]1[CH:42]=[CH:41][C:39]([NH2:40])=[N:38][C:36]1=[O:37].C(#N)C.C[Si](C)(C)N[Si](C)(C)C.Cl[Si](C)(C)C.C[Si](OS(C(F)(F)[F:69])(=O)=O)(C)C>>[CH2:8]([O:7][C@H:6]1[C@H:15]([O:16][CH2:17][C:18]2[CH:23]=[CH:22][CH:21]=[CH:20][CH:19]=2)[C@@H:24]([CH2:26][O:27][CH2:28][C:29]2[CH:34]=[CH:33][CH:32]=[CH:31][CH:30]=2)[S:25][CH:5]1[N:35]1[CH:42]=[C:41]([F:69])[C:39]([NH2:40])=[N:38][C:36]1=[O:37])[C:9]1[CH:14]=[CH:13][CH:12]=[CH:11][CH:10]=1. Procedure details: To a suspension of 1-O-acetyl 2,3,5-tri-O-benzyl-4-thio-D-arabinofuranose (478 mg, 1 mmol) and cytosine (129.0 mg, 1 mmol) in anhydrosis acetonitrile (25 mmol) were added consecutively hexamethyldisilazane (HMDS, 162 mg, 1 mmol) and chlorotrimethylsilane (TMSCl, 434 mg, 4 mmol), and the mixture was stirred at room temperature for 0.5 hours. This solution was cooled to −78° C. Trimethylsilyltrifluoromethane sulfonate (267 mg, 1.2 mmol) was added and the resulting solution was stirred at −78° C. f...